The task is: describe an organic reaction: reactants, conditions, products, and yield. This data is from the Open Reaction Database (ORD), a public repository of structured organic reaction records. Product: COC=1C=C(C=CC1OC)C=1SC(=CC1)C1=CC(=C(C=C1)OC)OC (2,5-bis(3′,4′-dimethoxyphenyl)thiophene). As a reaction SMILES: Br[C:2]1[S:3][C:4](Br)=[CH:5][CH:6]=1.[CH3:8][O:9][C:10]1[CH:11]=[C:12](B(O)O)[CH:13]=[CH:14][C:15]=1[O:16][CH3:17].[C:21]([O-:24])([O-])=O.[Na+].[Na+]>O1CCOCC1.C1C=CC([P]([Pd]([P](C2C=CC=CC=2)(C2C=CC=CC=2)C2C=CC=CC=2)([P](C2C=CC=CC=2)(C2C=CC=CC=2)C2C=CC=CC=2)[P](C2C=CC=CC=2)(C2C=CC=CC=2)C2C=CC=CC=2)(C2C=CC=CC=2)C2C=CC=CC=2)=CC=1>[CH3:8][O:9][C:10]1[CH:11]=[C:12]([C:2]2[S:3][C:4]([C:13]3[CH:12]=[CH:11][C:10]([O:9][CH3:8])=[C:15]([O:24][CH3:21])[CH:14]=3)=[CH:5][CH:6]=2)[CH:13]=[CH:14][C:15]=1[O:16][CH3:17] |f:2.3.4,^1:36,38,57,76|. Run at temperature 90 celsius. Procedure: To a solution of 2,5-dibromothiophene (14) (242 mg, 1 mmol), (3,4-dimethoxy phenyl)boronic acid (15) (455 mg, 2.5 mmol), and Pd(PPh3)4 (58 mg, 0.05 mmol) in dioxane (10 mL) was added Na2CO3 (12 mL, 2.0 M aqueous solution). The resultant mixture was purged with nitrogen and stirred rapidly while heating at 90° C. overnight. The reaction mixture was cooled to 23° C., acidified with 1M HCl and extracted with EtOAc. The combined organic extracts were washed with H2O, dried over MgSO4, filtered and c... The reagents and catalysts are C=1C=CC(=CC1)[P](C=2C=CC=CC2)(C=3C=CC=CC3)[Pd]([P](C=4C=CC=CC4)(C=5C=CC=CC5)C=6C=CC=CC6)([P](C=7C=CC=CC7)(C=8C=CC=CC8)C=9C=CC=CC9)[P](C=1C=CC=CC1)(C=1C=CC=CC1)C=1C=CC=CC1 (Pd(PPh3)4). Run in O1CCOCC1 (dioxane). Starting materials: BrC=1SC(=CC1)Br (2,5-dibromothiophene), COC=1C=C(C=CC1OC)B(O)O ((3,4-dimethoxy phenyl)boronic acid), C(=O)([O-])[O-].[Na+].[Na+] (Na2CO3). Starting materials: CC1=C(C(CCC1)(C)C)/C=C/C(=C/C(C)C/C(=C\CO)/C)/C (13-cis-retinol), [BH4-].[Na+] (NaBH4), CC1=C(C(CCC1)(C)C)/C=C/C(=C\C=C\C(=C\C=O)\C)/C (9-cis-retinaldehyde). Yields the product CC1=C(C(CCC1)(C)C)/C=C/C(=C\C=C\C(=C\CO)\C)/C (9-cis-Retinol). As a reaction SMILES: [CH3:1][C:2]1[CH2:7][CH2:6][CH2:5][C:4]([CH3:9])([CH3:8])[C:3]=1/[CH:10]=[CH:11]/[C:12](/[CH3:22])=[CH:13]/[CH:14]([CH2:16]/[C:17](/[CH3:21])=[CH:18]\[CH2:19][OH:20])C.[BH4-].[Na+].CC1CCCC(C)(C)C=1/C=C/C(/C)=C\C=C\C(\C)=C\C=O>>[CH3:1][C:2]1[CH2:7][CH2:6][CH2:5][C:4]([CH3:8])([CH3:9])[C:3]=1/[CH:10]=[CH:11]/[C:12](/[CH3:22])=[CH:13]\[CH:14]=[CH:16]\[C:17](\[CH3:21])=[CH:18]\[CH2:19][OH:20] |f:1.2|. Procedure: All-trans-retinol was obtained as a gift from Dr. Christian Eckhoff of Hoffmann-LaRoche, Inc. (Nutley, N.J.), and 13-cis-retinol was purchased from Sigma. 9-cis-Retinol was synthesized by NaBH4 reduction of authentic 9-cis-retinaldehyde (Sigma) and subsequently purified by normal phase HPLC essentially as we have described for 11-cis-retinol synthesis and purification (25). All-trans-, 13-cis-, and 9-cis-retinaldehydes were purchased from Sigma.